Dataset: the Open Reaction Database (ORD), a public repository of structured organic reaction records. Task: describe an organic reaction: reactants, conditions, products, and yield Starting materials: COC=1C=CC=2C(C3=CC=C(C(=C3OC2C1CC(=O)OCC1=CC=CC=C1)CNC([C@@H](NC([C@@H](NC([C@@H](N)[C@@H](C)CC)=O)CC1=CC=C(C=C1)OC(C)(C)C)=O)C)=O)OC)(C)C (benzyl 3,6-dimethoxy-9,9-dimethyl-5-[(L-isoleucyl-O-tert-butyl-L-tyrosyl-L-alanyl)aminomethyl]xanthene-4-acetate). Reagents/catalysts: [Pd] (palladium/charcoal). The solvent is CO (methanol). Reaction conditions: time 3 hour. Yields the product COC=1C=CC=2C(C3=CC=C(C(=C3OC2C1CC(=O)O)CNC([C@@H](NC([C@@H](NC([C@@H](N)[C@@H](C)CC)=O)CC1=CC=C(C=C1)OC(C)(C)C)=O)C)=O)OC)(C)C (3,6-dimethoxy-9,9-dimethyl-5-[(L-isoleucyl-O-tert-butyl-L-tyrosyl-L-alanyl)aminomethyl]xanthene-4-acetic acid). The yield is 99.4%. RXN SMILES: [CH3:1][O:2][C:3]1[CH:4]=[CH:5][C:6]2[C:7]([CH3:62])([CH3:61])[C:8]3[C:13]([O:14][C:15]=2[C:16]=1[CH2:17][C:18]([O:20]CC1C=CC=CC=1)=[O:19])=[C:12]([CH2:28][NH:29][C:30](=[O:58])[C@H:31]([CH3:57])[NH:32][C:33](=[O:56])[C@H:34]([CH2:44][C:45]1[CH:50]=[CH:49][C:48]([O:51][C:52]([CH3:55])([CH3:54])[CH3:53])=[CH:47][CH:46]=1)[NH:35][C:36](=[O:43])[C@H:37]([C@H:39]([CH2:41][CH3:42])[CH3:40])[NH2:38])[C:11]([O:59][CH3:60])=[CH:10][CH:9]=3>CO.[Pd]>[CH3:1][O:2][C:3]1[CH:4]=[CH:5][C:6]2[C:7]([CH3:62])([CH3:61])[C:8]3[C:13]([O:14][C:15]=2[C:16]=1[CH2:17][C:18]([OH:20])=[O:19])=[C:12]([CH2:28][NH:29][C:30](=[O:58])[C@H:31]([CH3:57])[NH:32][C:33](=[O:56])[C@H:34]([CH2:44][C:45]1[CH:46]=[CH:47][C:48]([O:51][C:52]([CH3:53])([CH3:54])[CH3:55])=[CH:49][CH:50]=1)[NH:35][C:36](=[O:43])[C@H:37]([C@H:39]([CH2:41][CH3:42])[CH3:40])[NH2:38])[C:11]([O:59][CH3:60])=[CH:10][CH:9]=3. Reported procedure: A solution of 0.27 g of benzyl 3,6-dimethoxy-9,9-dimethyl-5-[(L-isoleucyl-O-tert-butyl-L-tyrosyl-L-alanyl)aminomethyl]xanthene-4-acetate in 15 ml of methanol was treated with 50 mg of palladium/charcoal (10%) and stirred under hydrogen for 3 hours. After filtering off the catalyst the solvent was removed and the residue was washed with ether. 0.24 g of 3,6-dimethoxy-9,9-dimethyl-5-[(L-isoleucyl-O-tert-butyl-L-tyrosyl-L-alanyl)aminomethyl]xanthene-4-acetic acid of m.p. 146°-149° was obtained; IR ... Reactants: COC(=O)NC1CCC(C(=O)O)CC1, Cl, Cl, CN(C(=O)N(C)C1CNCC1c1ccc(F)cn1)c1cc(C(F)(F)F)cc(C(F)(F)F)c1. The product is COC(=O)NC1CCC(C(=O)N2CC(c3ccc(F)cn3)C(N(C)C(=O)N(C)c3cc(C(F)(F)F)cc(C(F)(F)F)c3)C2)CC1. As a reaction SMILES: [CH3:35][O:36][C:37](=[O:38])[NH:39][CH:40]1[CH2:41][CH2:42][CH:43]([C:46](=[O:47])[OH:48])[CH2:44][CH2:45]1.[ClH:1].[ClH:2].[F:3][C:4]([c:5]1[cH:6][c:7]([N:15]([C:16](=[O:17])[N:18]([CH3:19])[CH:20]2[CH2:21][NH:22][CH2:23][CH:24]2[c:25]2[n:26][cH:27][c:28]([F:31])[cH:29][cH:30]2)[CH3:32])[cH:8][c:9]([C:11]([F:12])([F:13])[F:14])[cH:10]1)([F:33])[F:34]>>[F:3][C:4]([c:5]1[cH:6][c:7]([N:15]([C:16](=[O:17])[N:18]([CH3:19])[CH:20]2[CH2:21][N:22]([C:46]([CH:43]3[CH2:42][CH2:41][CH:40]([NH:39][C:37]([O:36][CH3:35])=[O:38])[CH2:45][CH2:44]3)=[O:47])[CH2:23][CH:24]2[c:25]2[n:26][cH:27][c:28]([F:31])[cH:29][cH:30]2)[CH3:32])[cH:8][c:9]([C:11]([F:12])([F:13])[F:14])[cH:10]1)([F:33])[F:34]. Product: C1(=CC=CC=C1)C(O)(C1=CC=CC=C1)C1=CC=CC=C1 (Triphenyl carbinol). Reactants: CCCC1=NC(=C(N1CC2=CC=C(C=C2)C3=CC=CC=C3C4=NN=NN4C(C5=CC=CC=C5)(C6=CC=CC=C6)C7=CC=CC=C7)C(=O)OCC8=C(OC(=O)O8)C)C(C)(C)O (trityl Olmesartan medoxomil), CCCC1=NC(=C(N1CC2=CC=C(C=C2)C3=CC=CC=C3C4=NN=NN4C(C5=CC=CC=C5)(C6=CC=CC=C6)C7=CC=CC=C7)C(=O)OCC8=C(OC(=O)O8)C)C(C)(C)O (trityl Olmesartan medoxomil), O (water). As a reaction SMILES: CCCC1N(CC2C=CC(C3C(C4N([C:27]([C:40]5[CH:45]=[CH:44][CH:43]=[CH:42][CH:41]=5)([C:34]5[CH:39]=[CH:38][CH:37]=[CH:36][CH:35]=5)[C:28]5[CH:33]=[CH:32][CH:31]=[CH:30][CH:29]=5)N=NN=4)=CC=CC=3)=CC=2)C(C(OCC2OC(=O)OC=2C)=O)=C(C(O)(C)C)N=1.[OH2:61]>>[C:28]1([C:27]([C:34]2[CH:35]=[CH:36][CH:37]=[CH:38][CH:39]=2)([C:40]2[CH:41]=[CH:42][CH:43]=[CH:44][CH:45]=2)[OH:61])[CH:29]=[CH:30][CH:31]=[CH:32][CH:33]=1. Procedure details: Reaction temperature at which deprotection of trityl Olmesartan medoxomil takes place is preferable at about 0° C. to 60° C. more preferably at 10° C. to 30° C. In another preferred embodiment the combination of trityl Olmesartan medoxomil, water-immiscible organic solvent and acid is maintained for about 1 to 6 hours and more preferably 2 to 4 hours. Triphenyl carbinol formed dissolves in solvent toluene and the deprotected Olmesartan medoxomil is in aqueous solution. Both the layers are separa... The reactants are O=C(O)C1CCN(C(=O)OCc2ccccc2)CC1, Cc1ccc(Oc2ccc(N)cc2)cc1. The reagents and catalysts are C1CCN(C1)[P+](N2CCCC2)(N3CCCC3)ON4C5=CC=CC=C5N=N4.F[P-](F)(F)(F)(F)F (PyBOP), CCN(C(C)C)C(C)C (DIPEA), C1=CC=C2C(=C1)N=NN2O (HOBt). Solvent: CN(C)C=O (DMF), CN(C)C=O (DMF), CN(C)C=O (DMF), CN(C)C=O (DMF), CN(C)C=O (DMF), CN(C)C=O (DMF). Reaction conditions: temperature 25 celsius, time 2 hour. Product: Cc1ccc(Oc2ccc(NC(=O)C3CCN(C(=O)OCc4ccccc4)CC3)cc2)cc1. Yield: 0.7%. As a reaction SMILES: Cc1ccc(Oc2ccc(N)cc2)cc1.O=C(O)C1CCN(C(=O)OCc2ccccc2)CC1.C1CCN(C1)[P+](N2CCCC2)(N3CCCC3)ON4C5=CC=CC=C5N=N4.F[P-](F)(F)(F)(F)F.C1=CC=C2C(=C1)N=NN2O.CCN(C(C)C)C(C)C.CN(C)C=O>>Cc1ccc(Oc2ccc(NC(=O)C3CCN(C(=O)OCc4ccccc4)CC3)cc2)cc1. Reactants: C=O (formaldehyde), ClC1=CC=C(C=C1)C1=CC=C(C=C1)/C=C/C(=O)NC1=CC=C(C=C1)CNC ((E)-3-(4′-chloro-biphenyl-4-yl)-N-(4-methylaminomethyl-phenyl)-acrylamide). Run in C(=O)O (formic acid). Run at temperature 90 celsius, time 2 hour. Product: ClC1=CC=C(C=C1)C1=CC=C(C=C1)/C=C/C(=O)NC1=CC=C(C=C1)CN(C)C ((E)-3-(4′-chloro-biphenyl-4-yl)-N-(4-dimethylaminomethyl-phenyl)-acrylamide). RXN SMILES: [CH2:1]=O.[Cl:3][C:4]1[CH:9]=[CH:8][C:7]([C:10]2[CH:15]=[CH:14][C:13](/[CH:16]=[CH:17]/[C:18]([NH:20][C:21]3[CH:26]=[CH:25][C:24]([CH2:27][NH:28][CH3:29])=[CH:23][CH:22]=3)=[O:19])=[CH:12][CH:11]=2)=[CH:6][CH:5]=1>C(O)=O>[Cl:3][C:4]1[CH:9]=[CH:8][C:7]([C:10]2[CH:11]=[CH:12][C:13](/[CH:16]=[CH:17]/[C:18]([NH:20][C:21]3[CH:22]=[CH:23][C:24]([CH2:27][N:28]([CH3:1])[CH3:29])=[CH:25][CH:26]=3)=[O:19])=[CH:14][CH:15]=2)=[CH:6][CH:5]=1. Procedure: 1.00 mL formaldehyde (37% in water) was added at 0° C. to a solution of 0.100 g (0.280 mmol) (E)-3-(4′-chloro-biphenyl-4-yl)-N-(4-methylaminomethyl-phenyl)-acrylamide (Example 180) in 1 mL formic acid and the mixture was stirred for 1 h at RT and 2 h at 90° C. The reaction mixture was poured onto ice water and the aqueous phase was exhaustively extracted with EtOAc. The combined org. phases were dried over sodium sulphate, evaporated down i. vac. and the residue stirred with ether. The precipita...